From a dataset of the Open Reaction Database (ORD), a public repository of structured organic reaction records. describe an organic reaction: reactants, conditions, products, and yield The reactants are C[Si](C)(C)[N-][Si](C)(C)C, CCOC(C)=O, CCCCCC, ClCCCI, O=C(O)Cc1ccc(OC(F)(F)F)cc1, [Na+]. The product is O=C(O)C(CCCCl)c1ccc(OC(F)(F)F)cc1. As a reaction SMILES: [CH3:17][Si:18]([N-:19][Si:20]([CH3:21])([CH3:22])[CH3:23])([CH3:24])[CH3:25].[CH3:31][CH2:32][O:33][C:34]([CH3:35])=[O:36].[CH3:37][CH2:38][CH2:39][CH2:40][CH2:41][CH3:42].[Cl:26][CH2:27][CH2:28][CH2:29][I:30].[F:1][C:2]([O:3][c:4]1[cH:5][cH:6][c:7]([CH2:10][C:11](=[O:12])[OH:13])[cH:8][cH:9]1)([F:14])[F:15].[Na+:16]>>[F:1][C:2]([O:3][c:4]1[cH:5][cH:6][c:7]([CH:10]([C:11](=[O:12])[OH:13])[CH2:29][CH2:28][CH2:27][Cl:26])[cH:8][cH:9]1)([F:14])[F:15]. Yields the product NC1=NC(=NC(=N1)C)C=1C(=NC=CC1)NC=1C=C(C(=NC1)Cl)NS(=O)(=O)C1=CC=C(C=C1)F (N-(5-(3-(4-Amino-6-Methyl-1,3,5-Triazin-2-yl)Pyridin-2-Ylamino)-2-Chloropyridin-3-yl)-4-Fluorobenzenesulfonamide). Yield: 30.1%. Run in C1CCOC1 (THF), O1CCCC1 (tetrahydrofuran). RXN SMILES: [NH2:1][C:2]1[CH:3]=[C:4]([NH:9][S:10]([C:13]2[CH:18]=[CH:17][C:16]([F:19])=[CH:15][CH:14]=2)(=[O:12])=[O:11])[C:5]([Cl:8])=[N:6][CH:7]=1.C[Si]([N-][Si](C)(C)C)(C)C.[Li+].F[C:31]1[C:36]([C:37]2[N:42]=[C:41]([CH3:43])[N:40]=[C:39]([NH2:44])[N:38]=2)=[CH:35][CH:34]=[CH:33][N:32]=1>C1COCC1>[NH2:44][C:39]1[N:40]=[C:41]([CH3:43])[N:42]=[C:37]([C:36]2[C:31]([NH:1][C:2]3[CH:3]=[C:4]([NH:9][S:10]([C:13]4[CH:14]=[CH:15][C:16]([F:19])=[CH:17][CH:18]=4)(=[O:11])=[O:12])[C:5]([Cl:8])=[N:6][CH:7]=3)=[N:32][CH:33]=[CH:34][CH:35]=2)[N:38]=1 |f:1.2|. Reported procedure: A solution of N-(5-amino-2-chloropyridin-3-yl)-4-fluorobenzenesulfonamide (0.124 g, 0.409 mmol) in THF (5 mL) was cooled to 0° C. under N2. Lithium bis(trimethylsilyl)amide, 1.0 M solution in tetrahydrofuran (Aldrich) (1.706 mL, 1.706 mmol) was added dropwise and the mixture was stirred at 0° C. for 30 min. 4-(2-Fluoropyridin-3-yl)-6-methyl-1,3,5-triazin-2-amine (0.070 g, 0.341 mmol) was added and the mixture was stirred at 0° C. for 10 min. The reaction mixture was then stirred at rt for 20 h. ... Run at temperature 0 celsius, time 30 minute. The reactants are FC1=NC=CC=C1C1=NC(=NC(=N1)C)N (4-(2-Fluoropyridin-3-yl)-6-methyl-1,3,5-triazin-2-amine), NC=1C=C(C(=NC1)Cl)NS(=O)(=O)C1=CC=C(C=C1)F (N-(5-amino-2-chloropyridin-3-yl)-4-fluorobenzenesulfonamide), C[Si](C)(C)[N-][Si](C)(C)C.[Li+] (Lithium bis(trimethylsilyl)amide), solution.